This data is from the Open Reaction Database (ORD), a public repository of structured organic reaction records. The task is: describe an organic reaction: reactants, conditions, products, and yield Reactants: C([O-])([O-])=O.[K+].[K+] (potassium carbonate), S(=O)([O-])S(=O)[O-].[Na+].[Na+] (sodium dithionite), Cl.ClCCCNC1=C(C(=NC(=C1[N+](=O)[O-])OC1=CC=CC=C1)C)C (N-(3-chloropropyl)-2,3-dimethyl-5-nitro-6-phenoxypyridin-4-amine hydrochloride), [Br-].[Br-].C(CCCCCCC)[N+]1=CC=C(C=C1)C1=CC=[N+](C=C1)CCCCCCCC (1,1′-di-n-octyl-4,4′-bipyridinium dibromide), C([O-])([O-])=O.[K+].[K+] (potassium carbonate). Run in O (water), O (water), ClCCl (dichloromethane). Yields the product ClCCCNC1=C(C(=NC(=C1C)C)OC1=CC=CC=C1)N (N4-(3-chloropropyl)-5,6-dimethyl-2-phenoxypyridine-3,4-diamine). RXN SMILES: Cl.[Cl:2][CH2:3][CH2:4][CH2:5][NH:6][C:7]1[C:12]([N+:13]([O-])=O)=[C:11]([O:16][C:17]2[CH:22]=[CH:21][CH:20]=[CH:19][CH:18]=2)[N:10]=[C:9]([CH3:23])[C:8]=1[CH3:24].[Br-].[Br-].C([N+]1C=CC(C2C=C[N+](CCCCCCCC)=CC=2)=CC=1)CCCCCCC.C(=O)([O-])[O-].[K+].[K+].S(S([O-])=O)([O-])=O.[Na+].[Na+]>O.ClCCl>[Cl:2][CH2:3][CH2:4][CH2:5][NH:6][C:7]1[C:8]([CH3:24])=[C:9]([CH3:23])[N:10]=[C:11]([O:16][C:17]2[CH:18]=[CH:19][CH:20]=[CH:21][CH:22]=2)[C:12]=1[NH2:13] |f:0.1,2.3.4,5.6.7,8.9.10|. Procedure details: N-(3-chloropropyl)-2,3-dimethyl-5-nitro-6-phenoxypyridin-4-amine hydrochloride (12.62 g, 33.72 mmol), 1,1′-di-n-octyl-4,4′-bipyridinium dibromide (dioctyl viologen) (910 mg, 1.69 mmol), dichloromethane (227 mL), water (28 mL) and potassium carbonate (2.33 g, 16.9 mmol) were added sequentially to a 1 L round bottom flask. The reaction mixture was allowed to stir under nitrogen. A solution of of potassium carbonate (23.30 g, 168.6 mmol) and sodium dithionite (26.42 g, 174.1 mmol) in water (114 mL)... Reactants: C(C)OC(=O)C1=C(N(C2=CC=C(C=C12)O)C1=CC=CC=C1)CC(=O)OCC (2-Ethoxycarbonylmethyl-5-hydroxy-1-phenylindole-3-carboxylic acid ethyl ester), FC(C1=CC=C(C=C1)B(O)O)(F)F (4-trifluoromethylphenylboronic acid). Product: C(C)OC(=O)C1=C(N(C2=CC=C(C=C12)OC1=CC=C(C=C1)C(F)(F)F)C1=CC=CC=C1)CC(=O)OCC (2-Ethoxycarbonylmethyl-1-phenyl-5-(4-trifluoromethylphenoxy)indole-3-carboxylic acid ethyl ester). RXN SMILES: [CH2:1]([O:3][C:4]([C:6]1[C:14]2[C:9](=[CH:10][CH:11]=[C:12]([OH:15])[CH:13]=2)[N:8]([C:16]2[CH:21]=[CH:20][CH:19]=[CH:18][CH:17]=2)[C:7]=1[CH2:22][C:23]([O:25][CH2:26][CH3:27])=[O:24])=[O:5])[CH3:2].[F:28][C:29]([F:40])([F:39])[C:30]1[CH:35]=[CH:34][C:33](B(O)O)=[CH:32][CH:31]=1>>[CH2:1]([O:3][C:4]([C:6]1[C:14]2[C:9](=[CH:10][CH:11]=[C:12]([O:15][C:33]3[CH:34]=[CH:35][C:30]([C:29]([F:40])([F:39])[F:28])=[CH:31][CH:32]=3)[CH:13]=2)[N:8]([C:16]2[CH:17]=[CH:18][CH:19]=[CH:20][CH:21]=2)[C:7]=1[CH2:22][C:23]([O:25][CH2:26][CH3:27])=[O:24])=[O:5])[CH3:2]. Reported procedure: The sub-title compound was prepared in accordance with step (c) Example 1 from 2-ethoxycarbonylmethyl-5-hydroxy-1-phenylindole-3-carboxylic acid ethyl ester (170 mg, 0.46 mmol, see step (b) Example 3) and 4-trifluoromethylphenylboronic acid (129 mg, 0.68 mmol). Yield 150 mg (64%). Reactants: BrC1=CC(=C(C=C1C)C(=O)C1=CC=C(C=C1)F)O ((4-Bromo-2-hydroxy-5-methylphenyl)(4-fluorophenyl)methanone), COC(C=P(C1=CC=CC=C1)(C1=CC=CC=C1)C1=CC=CC=C1)=O (methyl(triphenylphosphoranylidene)acetate). The solvent is C1(=CC=CC=C1)C (toluene). Yields the product BrC1=C(C=C2C(=CC(OC2=C1)=O)C1=CC=C(C=C1)F)C (7-Bromo-4-(4-fluorophenyl)-6-methyl-2H-chromen-2-one). Reaction SMILES: [Br:1][C:2]1[C:7]([CH3:8])=[CH:6][C:5]([C:9]([C:11]2[CH:16]=[CH:15][C:14]([F:17])=[CH:13][CH:12]=2)=O)=[C:4]([OH:18])[CH:3]=1.C[O:20][C:21](=O)[CH:22]=P(C1C=CC=CC=1)(C1C=CC=CC=1)C1C=CC=CC=1>C1(C)C=CC=CC=1>[Br:1][C:2]1[CH:3]=[C:4]2[C:5]([C:9]([C:11]3[CH:16]=[CH:15][C:14]([F:17])=[CH:13][CH:12]=3)=[CH:22][C:21](=[O:20])[O:18]2)=[CH:6][C:7]=1[CH3:8]. Procedure details: (4-Bromo-2-hydroxy-5-methylphenyl)(4-fluorophenyl)methanone (1.61 g, 5.21 mmol) and methyl(triphenylphosphoranylidene)acetate (2.26 g, 6.77 mmol) were heated in refluxing toluene (15 mL) for 24 h. The reaction mixture was allowed to cool to rt and concentrated. The yellow solid obtained was subjected to column chromatography on silica gel (EtOAc-toluene, 0% to 2%) to afford the title compound. 1H NMR (500 MHz, acetone-d6): δ 7.70 (s, 1H), 7.66 (m, 2H), 7.46 (s, 1H), 7.39 (m, 2H), 6.39 (s, 1H), 2... The reactants are Cc1cn(C(=O)OC(C)(C)C)c2ccc(C#CCCCO)cc12, CS(=O)(=O)Cl. The product is Cc1cn(C(=O)OC(C)(C)C)c2ccc(C#CCCCOS(C)(=O)=O)cc12. As a reaction SMILES: [C:1]([CH3:2])([CH3:3])([CH3:4])[O:5][C:6](=[O:7])[n:8]1[cH:9][c:10]([CH3:23])[c:11]2[cH:12][c:13]([C:17]#[C:18][CH2:19][CH2:20][CH2:21][OH:22])[cH:14][cH:15][c:16]12.[CH3:24][S:25]([Cl:26])(=[O:27])=[O:28]>>[C:1]([CH3:2])([CH3:3])([CH3:4])[O:5][C:6](=[O:7])[n:8]1[cH:9][c:10]([CH3:23])[c:11]2[cH:12][c:13]([C:17]#[C:18][CH2:19][CH2:20][CH2:21][O:22][S:25]([CH3:24])(=[O:27])=[O:28])[cH:14][cH:15][c:16]12. Reactants: O=C([O-])[O-], O=C(O)Cc1cc(Br)ccc1OCc1ccccc1, OB(O)c1ccc(OC(F)(F)F)cc1, [K+], [K+], C1COCCO1, O. The product is O=C(O)Cc1cc(-c2ccc(OC(F)(F)F)cc2)ccc1OCc1ccccc1. Reaction SMILES: [C:34](=[O:35])([O-:36])[O-:37].[CH2:1]([c:2]1[cH:3][cH:4][cH:5][cH:6][cH:7]1)[O:8][c:9]1[c:10]([CH2:16][C:17](=[O:18])[OH:19])[cH:11][c:12]([Br:15])[cH:13][cH:14]1.[F:20][C:21]([O:22][c:23]1[cH:24][cH:25][c:26]([B:29]([OH:30])[OH:31])[cH:27][cH:28]1)([F:32])[F:33].[K+:38].[K+:39].[O:40]1[CH2:41][CH2:42][O:43][CH2:44][CH2:45]1.[OH2:46]>>[CH2:1]([c:2]1[cH:3][cH:4][cH:5][cH:6][cH:7]1)[O:8][c:9]1[c:10]([CH2:16][C:17](=[O:18])[OH:19])[cH:11][c:12](-[c:26]2[cH:25][cH:24][c:23]([O:22][C:21]([F:20])([F:32])[F:33])[cH:28][cH:27]2)[cH:13][cH:14]1. The reactants are C(C)(C)(C)OC(=O)[C@@H]1S[C@H]([C@@H](N1C(CNC(=O)NC1=CC(=CC=C1)CC(=O)OCC1=CC=CC=C1)=O)C1=CC=CC=C1)C(=O)O ((2S,4S,5R)-2-tert-butoxycarbonyl-3-{2-[3-(3-benzyloxycarbonylmethylphenyl)ureido]-acetyl}-4-phenyl-5-thiazolidinecarboxylic acid), C(=O)[O-].[NH4+] (ammonium formate), CO (methanol). The reagents and catalysts are [Pd] (palladium-on-charcoal). Solvent: [OH-].[Na+] (sodium hydroxide). Conditions: temperature 25 celsius. The product is C(C)(C)(C)OC(=O)[C@@H]1S[C@H]([C@@H](N1C(CNC(NC=1C=C(C=CC1)CC(=O)O)=O)=O)C1=CC=CC=C1)C(=O)O (3-{3-[2-((2S,4S,5R)-2-tert-butoxycarbonyl-5-carboxy-4-phenyl-3-thiazolidinyl)-2-oxoethyl]ureido}phenylacetic acid). The yield is 73.8%. RXN SMILES: CO.[C:3]([O:7][C:8]([C@H:10]1[N:14]([C:15](=[O:38])[CH2:16][NH:17][C:18]([NH:20][C:21]2[CH:26]=[CH:25][CH:24]=[C:23]([CH2:27][C:28]([O:30]CC3C=CC=CC=3)=[O:29])[CH:22]=2)=[O:19])[C@@H:13]([C:39]2[CH:44]=[CH:43][CH:42]=[CH:41][CH:40]=2)[C@H:12]([C:45]([OH:47])=[O:46])[S:11]1)=[O:9])([CH3:6])([CH3:5])[CH3:4].C([O-])=O.[NH4+]>[OH-].[Na+].[Pd]>[C:3]([O:7][C:8]([C@H:10]1[N:14]([C:15](=[O:38])[CH2:16][NH:17][C:18](=[O:19])[NH:20][C:21]2[CH:22]=[C:23]([CH2:27][C:28]([OH:30])=[O:29])[CH:24]=[CH:25][CH:26]=2)[C@@H:13]([C:39]2[CH:44]=[CH:43][CH:42]=[CH:41][CH:40]=2)[C@H:12]([C:45]([OH:47])=[O:46])[S:11]1)=[O:9])([CH3:6])([CH3:4])[CH3:5] |f:2.3,4.5|. Procedure: 10 ml of methanol are added slowly, under an inert atmosphere, to a round-bottomed flask containing 0.3 g of (2S,4S,5R)-2-tert-butoxycarbonyl-3-{2-[3-(3-benzyloxycarbonylmethylphenyl)ureido]-acetyl}-4-phenyl-5-thiazolidinecarboxylic acid, 0.18 g of ammonium formate and 0.3 g of 10% palladium-on-charcoal. The reaction medium is heated at reflux for 1 hour and then cooled to a temperature in the region of 25° C. The catalyst is separated out by filtration and the filtrate is concentrated to drynes...